From a dataset of the Open Reaction Database (ORD), a public repository of structured organic reaction records. describe an organic reaction: reactants, conditions, products, and yield Reactants: CC(=O)OI1(OC(C)=O)(OC(C)=O)OC(=O)c2ccccc21, OC1CC2CCC1c1ccccc12, ClCCl. Product: O=C1CC2CCC1c1ccccc12. RXN SMILES: [CH3:14][C:15]([O:16][I:17]1([O:27][C:28]([CH3:29])=[O:30])([O:31][C:32]([CH3:33])=[O:34])[c:18]2[c:19]([cH:20][cH:21][cH:22][cH:23]2)[C:24](=[O:25])[O:26]1)=[O:35].[CH:1]12[c:2]3[cH:3][cH:4][cH:5][cH:6][c:7]3[CH:8]([CH:9]([OH:11])[CH2:10]1)[CH2:12][CH2:13]2.[Cl:36][CH2:37][Cl:38]>>[CH:1]12[c:2]3[cH:3][cH:4][cH:5][cH:6][c:7]3[CH:8]([C:9](=[O:11])[CH2:10]1)[CH2:12][CH2:13]2. Reactants: C(C1=CC=CC=C1)OC=1C=C(C(=C(C1)C(C)=O)O)[N+](=O)[O-] (1-(5-benzyloxy-2-hydroxy-3-nitrophenyl)-ethanone), ClCCl (dichloromethane). Reagents/catalysts: [Rh] (rhodium). The solvent is CO (methanol). Product: NC=1C(=C(C=C(C1)OCC1=CC=CC=C1)C(C)=O)O (1-(3-amino-5-benzyloxy-2-hydroxyphenyl)-ethanone). Reaction SMILES: [CH2:1]([O:8][C:9]1[CH:10]=[C:11]([N+:19]([O-])=O)[C:12]([OH:18])=[C:13]([C:15](=[O:17])[CH3:16])[CH:14]=1)[C:2]1[CH:7]=[CH:6][CH:5]=[CH:4][CH:3]=1.ClCCl>CO.[Rh]>[NH2:19][C:11]1[C:12]([OH:18])=[C:13]([C:15](=[O:17])[CH3:16])[CH:14]=[C:9]([O:8][CH2:1][C:2]2[CH:7]=[CH:6][CH:5]=[CH:4][CH:3]=2)[CH:10]=1. Procedure: 69.5 g (242 mmol) 1-(5-benzyloxy-2-hydroxy-3-nitrophenyl)-ethanone are dissolved in 1.4 L methanol and hydrogenated in the presence of 14 g rhodium on charcoal (10%) as catalyst at 3 bar and ambient temperature. Then the catalyst is filtered off and the filtrate is evaporated down. The residue is reacted further without additional purification. Yield: 60.0 g (96%), Rf value=0.45 (dichloromethane on silica gel). Starting materials: C(OC(Cl)(Cl)Cl)(OC(Cl)(Cl)Cl)=O (bis(trichloromethyl) carbonate), NC1CCN(CC1)C(=O)OC(C)(C)C (4-amino-1-tert-butyloxycarbonyl-piperidine), [C@H]1(CCC2=CC=CC=C12)NC1=NC2=CC=C(C=C2C=C1)N ((R)—N2-indan-1-yl-quinoline-2,6-diamine). Yields the product C(C)(C)(C)OC(=O)N1CCC(CC1)NC(=O)NC=1C=C2C=CC(=NC2=CC1)N[C@@H]1CCC2=CC=CC=C12 (4-{3-[2-((R)-Indan-1-ylamino)-quinolin-6-yl]-ureido}-piperidine-1-carboxylic acid tert-butyl ester). RXN SMILES: [C:1](=[O:12])(OC(Cl)(Cl)Cl)OC(Cl)(Cl)Cl.[NH2:13][CH:14]1[CH2:19][CH2:18][N:17]([C:20]([O:22][C:23]([CH3:26])([CH3:25])[CH3:24])=[O:21])[CH2:16][CH2:15]1.[C@H:27]1([NH:36][C:37]2[CH:46]=[CH:45][C:44]3[C:39](=[CH:40][CH:41]=[C:42]([NH2:47])[CH:43]=3)[N:38]=2)[C:35]2[C:30](=[CH:31][CH:32]=[CH:33][CH:34]=2)[CH2:29][CH2:28]1>>[C:23]([O:22][C:20]([N:17]1[CH2:16][CH2:15][CH:14]([NH:13][C:1]([NH:47][C:42]2[CH:43]=[C:44]3[C:39](=[CH:40][CH:41]=2)[N:38]=[C:37]([NH:36][C@H:27]2[C:35]4[C:30](=[CH:31][CH:32]=[CH:33][CH:34]=4)[CH2:29][CH2:28]2)[CH:46]=[CH:45]3)=[O:12])[CH2:19][CH2:18]1)=[O:21])([CH3:26])([CH3:25])[CH3:24]. Procedure: The title compound was prepared in accordance with the general method 4 described in example 16 from bis(trichloromethyl) carbonate, 4-amino-1-tert-butyloxycarbonyl-piperidine and (R)—N2-indan-1-yl-quinoline-2,6-diamine; MS: m/e=502.6 (M+H+). Reactants: C(C)(C)(C)OC(=O)N([C@H](C(=O)O)CC(C)(C)C)C ((S)-2-(tert-butoxycarbonyl(methyl)amino)-4,4-dimethylpentanoic acid), FC(C1=CC=C(C=C1)N1C[C@@H]2[C@H](C1)[C@H](CC2)N)(F)F ((3aR,4S,6aS)-2-[4-(trifluoromethyl)phenyl]octahydrocyclopenta[c]pyrrol-4-amine), FC(C1=CC=CC(=N1)N1C[C@@H]2[C@H](C1)[C@H](CC2)N)(F)F ((3aR,4S,6aS)-2-(6-(trifluoromethyl)pyridin-2-yl)octahydrocyclopenta[c]pyrrol-4-amine). Yields the product CNC(C)(C(=O)N[C@H]1CC[C@@H]2CN(C[C@@H]21)C2=CC=C(C=C2)C(F)(F)F)C (N2,2-dimethyl-N-{(3aR,4S,6aS)-2-[4-(trifluoromethyl)phenyl]octahydrocyclopenta[c]pyrrol-4-yl}alaninamide). As a reaction SMILES: C(O[C:6]([N:8](C)[C@@H:9]([CH2:13][C:14]([CH3:17])([CH3:16])C)[C:10](O)=O)=[O:7])(C)(C)C.[F:19][C:20]([F:37])([F:36])[C:21]1[CH:26]=[CH:25][C:24]([N:27]2[CH2:31][C@@H]3[C@@H](N)CC[C@@H]3C2)=[CH:23][CH:22]=1.F[C:39](F)(F)[C:40]1[N:45]=[C:44](N2C[C@@H]3[C@@H](N)CC[C@@H]3C2)C=C[CH:41]=1>>[CH3:44][NH:45][C:40]([CH3:41])([C:6]([NH:8][C@@H:9]1[C@@H:13]2[C@@H:14]([CH2:16][N:27]([C:24]3[CH:23]=[CH:22][C:21]([C:20]([F:19])([F:36])[F:37])=[CH:26][CH:25]=3)[CH2:31]2)[CH2:17][CH2:10]1)=[O:7])[CH3:39]. Reported procedure: The title compound was prepared by substituting N-(tert-butoxycarbonyl)-N,2-dimethyl-L-alanine for (S)-2-(tert-butoxycarbonyl(methyl)amino)-4,4-dimethylpentanoic acid and (3aR,4S,6aS)-2-[4-(trifluoromethyl)phenyl]octahydrocyclopenta[c]pyrrol-4-amine from Example 607 for (3aR,4S,6aS)-2-(6-(trifluoromethyl)pyridin-2-yl)octahydrocyclopenta[c]pyrrol-4-amine in the procedure described in Example 587: 1H NMR (400 MHz, pyridine-d5) δ ppm 7.95 (d, J=7.5, 1H), 7.57 (d, J=8.7, 2H), 6.61 (d, J=8.7, 2H), 4.... Reactants: ClCCl, O=Cc1cccc(Cl)c1, O=[N+]([O-])O, O=S(=O)(O)O. The product is O=Cc1cc(Cl)ccc1[N+](=O)[O-]. Reaction SMILES: [CH2:19]([Cl:20])[Cl:21].[Cl:10][c:11]1[cH:12][c:13]([CH:14]=[O:15])[cH:16][cH:17][cH:18]1.[OH:1][N+:2]([O-:3])=[O:4].[S:5](=[O:6])(=[O:7])([OH:8])[OH:9]>>[O-:1][N+:2](=[O:4])[c:16]1[c:13]([CH:14]=[O:15])[cH:12][c:11]([Cl:10])[cH:18][cH:17]1. Starting materials: C([O-])(O)=O.[NH4+] (ammonium bicarbonate), C(=O)=O (carbon dioxide). Run in O (water). Yields the product C([O-])(O)=O.[NH4+].C([O-])([O-])=O (ammonium bicarbonate carbonate). RXN SMILES: [C:1](=[O:4])([OH:3])[O-:2].[NH4+:5].C(=O)=O>O>[C:1](=[O:2])([OH:4])[O-:3].[NH4+:5].[C:1](=[O:2])([O-:4])[O-:3] |f:0.1,4.5.6|. Procedure: The process has been called the ABFX process since solid Ammonium Bicarbonate/carbonate is used rather than liquid or gaseous ammonia. In the ABFX process, the ammonium bicarbonate/carbonate solids are blended with the biomass at ambient pressure and temperature. The blended solids are then delivered to a pressure vessel at ambient pressure and temperature. The pressure vessel is then isolated (valve closed), and heated by a heat pump, microwave, or other heat source. Heating to temperatures of ... Reactants: BrC(C)(C)[C@@H]1CC(O[C@H]1O)=O (trans 4-(2-bromo-prop-2-yl)-5-hydroxy-tetrahyrofuran-2-one), C[C@@H](C1=CC(=CC=C1)OC1=CC=CC=C1)O ((S)α-methyl-3-phenoxy-benzyl alcohol), C1(=CC=C(C=C1)S(=O)(=O)O)C (p-toluene sulfonic acid). The solvent is C1=CC=CC=C1 (benzene). Run at time 24 hour. Yields the product BrC(C)(C)[C@@H]1CC(O[C@H]1OC(C)C1=CC(=CC=C1)OC1=CC=CC=C1)=O (trans 4-(2-bromo-prop-2-yl)-5-[(3-phenoxyphenyl)-methyl-methoxy]-tetrahydrofuran-2-one). As a reaction SMILES: [Br:1][C:2]([C@H:5]1[C@H:9]([OH:10])[O:8][C:7](=[O:11])[CH2:6]1)([CH3:4])[CH3:3].[CH3:12][C@H:13](O)[C:14]1[CH:19]=[CH:18][CH:17]=[C:16]([O:20][C:21]2[CH:26]=[CH:25][CH:24]=[CH:23][CH:22]=2)[CH:15]=1.C1(C)C=CC(S(O)(=O)=O)=CC=1>C1C=CC=CC=1>[Br:1][C:2]([C@H:5]1[C@H:9]([O:10][CH:13]([C:14]2[CH:19]=[CH:18][CH:17]=[C:16]([O:20][C:21]3[CH:26]=[CH:25][CH:24]=[CH:23][CH:22]=3)[CH:15]=2)[CH3:12])[O:8][C:7](=[O:11])[CH2:6]1)([CH3:4])[CH3:3]. Procedure: A mixture of 6.07 g of dl trans 4-(2-bromo-prop-2-yl)-5-hydroxy-tetrahyrofuran-2-one, 5.83 of (S)α-methyl-3-phenoxy-benzyl alcohol, 300 mg of p-toluene sulfonic acid, 60 ml of benzene and 10 g of colored Actigel deshydratant was stirred at 20°-25° C. for 24 hours and the reaction mixture was washed with aqueous sodium bicarbonate solution. The mixture was extracted with benzene and the organic phase was dried and evaporated to dryness under reduced pressure to obtain 9.5 g of residue. The residu...